This data is from the Open Reaction Database (ORD), a public repository of structured organic reaction records. The task is: describe an organic reaction: reactants, conditions, products, and yield Reactants: CCOC(=O)CP(=O)(OCC)OCC, COCCOC, [H-], [Na+], [Na+], O=C1c2ccc(C(F)(F)F)cc2C(O)N1CC(F)(F)F, O=C([O-])O. Yields the product CCOC(=O)CC1c2cc(C(F)(F)F)ccc2C(=O)N1CC(F)(F)F. RXN SMILES: [CH2:1]([O:2][P:3]([O:4][CH2:5][CH3:6])(=[O:7])[CH2:9][C:10](=[O:11])[O:12][CH2:13][CH3:14])[CH3:8].[CH2:42]([CH2:43][O:44][CH3:45])[O:46][CH3:47].[H-:16].[Na+:15].[Na+:37].[OH:17][CH:18]1[N:19]([CH2:32][C:33]([F:34])([F:35])[F:36])[C:20](=[O:31])[c:21]2[cH:22][cH:23][c:24]([C:27]([F:28])([F:29])[F:30])[cH:25][c:26]21.[OH:38][C:39](=[O:40])[O-:41]>>[CH2:9]([C:10](=[O:11])[O:12][CH2:13][CH3:14])[CH:18]1[N:19]([CH2:32][C:33]([F:34])([F:35])[F:36])[C:20](=[O:31])[c:21]2[cH:22][cH:23][c:24]([C:27]([F:28])([F:29])[F:30])[cH:25][c:26]21. Starting materials: O=C([O-])[O-], CO, CC(C)c1cc(O)cc2c1C(=O)N(CCl)S2(=O)=O, [Cs+], [Cs+], [Cs], O, O=C(O)c1c(Cl)cccc1Cl. Product: CC(C)c1cc(O)cc2c1C(=O)N(COC(=O)c1c(Cl)cccc1Cl)S2(=O)=O. Reaction SMILES: [C:13](=[O:14])([O-:15])[O-:16].[CH3:37][OH:38].[Cl:19][CH2:20][N:21]1[S:22](=[O:23])(=[O:24])[c:25]2[cH:26][c:27]([OH:36])[cH:28][c:29]([CH:33]([CH3:34])[CH3:35])[c:30]2[C:31]1=[O:32].[Cs+:17].[Cs+:18].[Cs:1].[OH2:39].[OH:2][C:3](=[O:4])[c:5]1[c:6]([Cl:7])[cH:8][cH:9][cH:10][c:11]1[Cl:12]>>[O:2]([C:3](=[O:4])[c:5]1[c:6]([Cl:7])[cH:8][cH:9][cH:10][c:11]1[Cl:12])[CH2:20][N:21]1[S:22](=[O:23])(=[O:24])[c:25]2[cH:26][c:27]([OH:36])[cH:28][c:29]([CH:33]([CH3:34])[CH3:35])[c:30]2[C:31]1=[O:32]. Starting materials: O=C([O-])[O-], C=C(OC)OC, CCO, OB(O)c1cccnc1F, [K+], [K+], N#Cc1ccc(C2(c3cccc(Br)c3)N=C(N)c3ccccc32)cc1, O. Product: N#Cc1ccc(C2(c3cccc(-c4cccnc4F)c3)N=C(N)c3ccccc32)cc1. Reaction SMILES: [C:36](=[O:37])([O-:38])[O-:39].[CH3:42][O:43][C:44]([O:45][CH3:46])=[CH2:47].[CH3:48][CH2:49][OH:50].[F:26][c:27]1[n:28][cH:29][cH:30][cH:31][c:32]1[B:33]([OH:34])[OH:35].[K+:40].[K+:41].[NH2:1][C:2]1=[N:3][C:4]([c:11]2[cH:12][c:13]([Br:17])[cH:14][cH:15][cH:16]2)([c:18]2[cH:19][cH:20][c:21]([C:22]#[N:23])[cH:24][cH:25]2)[c:5]2[cH:6][cH:7][cH:8][cH:9][c:10]21.[OH2:51]>>[NH2:1][C:2]1=[N:3][C:4]([c:11]2[cH:12][c:13](-[c:32]3[c:27]([F:26])[n:28][cH:29][cH:30][cH:31]3)[cH:14][cH:15][cH:16]2)([c:18]2[cH:19][cH:20][c:21]([C:22]#[N:23])[cH:24][cH:25]2)[c:5]2[cH:6][cH:7][cH:8][cH:9][c:10]21. Reactants: [B-]C#N.[Na+] (sodium cyanotrihydroborate), N[C@H](CO)C(C)C ((S)-2-amino-3-methylbutan-1-ol), C(C1=CC=CC=C1)=O (benzaldehyde), O.CC1=CC=C(C=C1)S(=O)(=O)O (4-methylbenzenesulfonic acid hydrate), [BH4-].[Na+] (NaBH4). Reaction SMILES: [NH2:1][C@@H:2]([CH:5]([CH3:7])[CH3:6])[CH2:3][OH:4].[CH:8](=O)[C:9]1[CH:14]=[CH:13][CH:12]=[CH:11][CH:10]=1.O.CC1C=CC(S(O)(=O)=O)=CC=1.[B-]C#N.[Na+].[BH4-].[Na+]>C1C=CC=CC=1.CO>[CH2:8]([NH:1][C@@H:2]([CH:5]([CH3:7])[CH3:6])[CH2:3][OH:4])[C:9]1[CH:14]=[CH:13][CH:12]=[CH:11][CH:10]=1 |f:2.3,4.5,6.7|. The product is C(C1=CC=CC=C1)N[C@H](CO)C(C)C ((S)-2-(benzylamino)-3-methylbutan-1-ol). Run at time 30 minute. Reported procedure: A solution of (S)-2-amino-3-methylbutan-1-ol (10.0 g, 97 mmol), benzaldehyde (10.34 mL, 102 mmol), and 4-methylbenzenesulfonic acid hydrate (3.69 mg, 0.019 mmol) in benzene (300 mL) was refluxed (80° C.) for 15 h with a Dean-Stark trap (ca. 2 mL water was collected). The solution was concentrated (leaving a pale yellow solid) and redissolved in methanol (200 mL). The methanol solution was cooled in an ice bath then treated with sodium cyanotrihydroborate (7.31 g, 116 mmol). The ice bath was remo... The solvent is CO (methanol), C1=CC=CC=C1 (benzene), CO (methanol). Starting materials: C(C)OC(CC1(CN(CC1)C(=O)OC(C)(C)C)O)=O (tert-butyl 3-(2-ethoxy-2-oxoethyl)-3-hydroxypyrrolidine-1-carboxylate), [Li+].[BH4-] (LiBH4), O (water). The solvent is C1CCOC1 (THF). The product is OC1(CN(CC1)C(=O)OC(C)(C)C)CCO (tert-butyl 3-hydroxy-3-(2-hydroxyethyl)pyrrolidine-1-carboxylate). The yield is 87.8%. RXN SMILES: C([O:3][C:4](=O)[CH2:5][C:6]1([OH:18])[CH2:10][CH2:9][N:8]([C:11]([O:13][C:14]([CH3:17])([CH3:16])[CH3:15])=[O:12])[CH2:7]1)C.[Li+].[BH4-].O>C1COCC1>[OH:18][C:6]1([CH2:5][CH2:4][OH:3])[CH2:10][CH2:9][N:8]([C:11]([O:13][C:14]([CH3:15])([CH3:16])[CH3:17])=[O:12])[CH2:7]1 |f:1.2|. Procedure: To a solution of tert-butyl 3-(2-ethoxy-2-oxoethyl)-3-hydroxypyrrolidine-1-carboxylate (6.35 g) in THF (100 mL) was added LiBH4 (1.01 g), followed by heating under reflux for 4 hours. The reaction mixture was cooled to room temperature, then added with water, and extracted with EtOAc. The organic layer was washed with water and brine in this order, dried over MgSO4, and then concentrated under reduced pressure to obtain tert-butyl 3-hydroxy-3-(2-hydroxyethyl)pyrrolidine-1-carboxylate (4.72 g) as...